From a dataset of the Open Reaction Database (ORD), a public repository of structured organic reaction records. describe an organic reaction: reactants, conditions, products, and yield Reactants: CCN(C(C)C)C(C)C (DIPEA), FC1=C(C(=O)NN)C=CC=C1 (2-fluorobenzohydrazide), NC=1C(=NC(=CN1)Br)C(=O)O (3-amino-6-bromo-pyrazine-2-carboxylic acid), CN(C)C(=[N+](C)C)ON1C2=C(C=CC=C2)N=N1.[B-](F)(F)(F)F (TBTU). Solvent: CN(C)C=O (DMF), O (water). Reaction conditions: time 2 hour. The product is NC=1C(=NC(=CN1)Br)C(=O)N(N)C(=O)C1=C(C=CC=C1)F (3-amino-6-bromo-N-(2-fluorophenylcarbonyl)pyrazine-2-carbohydrazide). Reaction SMILES: [F:1][C:2]1[CH:11]=[CH:10][CH:9]=[CH:8][C:3]=1[C:4]([NH:6][NH2:7])=[O:5].[NH2:12][C:13]1[C:14]([C:20](O)=[O:21])=[N:15][C:16]([Br:19])=[CH:17][N:18]=1.CN(C(ON1N=NC2C=CC=CC1=2)=[N+](C)C)C.[B-](F)(F)(F)F.CCN(C(C)C)C(C)C>CN(C=O)C.O>[NH2:12][C:13]1[C:14]([C:20]([N:6]([C:4]([C:3]2[CH:8]=[CH:9][CH:10]=[CH:11][C:2]=2[F:1])=[O:5])[NH2:7])=[O:21])=[N:15][C:16]([Br:19])=[CH:17][N:18]=1 |f:2.3|. Procedure: To a suspension of 2-fluorobenzohydrazide (2 g, 12.98 mmol), 3-amino-6-bromo-pyrazine-2-carboxylic acid (2.830 g, 12.98 mmol), and TBTU (5.002 g, 15.58 mmol) in DMF (20.00 mL) was added DIPEA (3.691 g, 4.974 mL, 28.56 mmol). The resulting mixture was stirred at room temperature for 2 h. The reaction mixture was diluted with water (20 mL) and extracted with EtOAc (3×20 mL), the combined organic extracts were washed with water (3×20 mL) and brine (1×20 mL), dried over MgSO4 and concentrated in vac...